This data is from the Open Reaction Database (ORD), a public repository of structured organic reaction records. The task is: describe an organic reaction: reactants, conditions, products, and yield Reactants: C1CCOC1, CCCC[N+](CCCC)(CCCC)CCCC, CCOC(C)=O, Cl, [F-], CCC(O)C1C(O[Si](C)(C)C(C)(C)C)CCC12CCN(C(=O)OC(C)(C)C)CC2. Yields the product CCC(O)C1C(O)CCC12CCN(C(=O)OC(C)(C)C)CC2. As a reaction SMILES: [CH2:48]1[O:49][CH2:50][CH2:51][CH2:52]1.[CH3:31][CH2:32][CH2:33][CH2:34][N+:35]([CH2:36][CH2:37][CH2:38][CH3:39])([CH2:40][CH2:41][CH2:42][CH3:43])[CH2:44][CH2:45][CH2:46][CH3:47].[CH3:53][CH2:54][O:55][C:56](=[O:57])[CH3:58].[ClH:59].[F-:30].[OH:1][CH:2]([CH2:3][CH3:4])[CH:5]1[CH:6]([O:22][Si:23]([C:24]([CH3:25])([CH3:26])[CH3:27])([CH3:28])[CH3:29])[CH2:7][CH2:8][C:9]12[CH2:10][CH2:11][N:12]([C:15](=[O:16])[O:17][C:18]([CH3:19])([CH3:20])[CH3:21])[CH2:13][CH2:14]2>>[OH:1][CH:2]([CH2:3][CH3:4])[CH:5]1[CH:6]([OH:22])[CH2:7][CH2:8][C:9]12[CH2:10][CH2:11][N:12]([C:15](=[O:16])[O:17][C:18]([CH3:19])([CH3:20])[CH3:21])[CH2:13][CH2:14]2. Starting materials: CO, [Li+], [OH-], O, COC(=O)C12OC(CNC(=O)CNC(=O)CN3CCN(CC(=O)OC(C)(C)C)CCN(CC(=O)OC(C)(C)C)CCN(CC(=O)OC(C)(C)C)CC3)C(O)C1OC(C)(C)O2. Product: CC(C)(C)OC(=O)CN1CCN(CC(=O)NCC(=O)NCC2OC3(C(=O)O)OC(C)(C)OC3C2O)CCN(CC(=O)OC(C)(C)C)CCN(CC(=O)OC(C)(C)C)CC1. Reaction SMILES: [CH3:64][OH:65].[Li+:62].[OH-:61].[OH2:63].[OH:1][CH:2]1[CH:3]([CH2:16][NH:17][C:18]([CH2:19][NH:20][C:21]([CH2:22][N:23]2[CH2:24][CH2:25][N:26]([CH2:51][C:52](=[O:53])[O:54][C:55]([CH3:56])([CH3:57])[CH3:58])[CH2:27][CH2:28][N:29]([CH2:43][C:44]([O:45][C:46]([CH3:47])([CH3:48])[CH3:49])=[O:50])[CH2:30][CH2:31][N:32]([CH2:35][C:36]([O:37][C:38]([CH3:39])([CH3:40])[CH3:41])=[O:42])[CH2:33][CH2:34]2)=[O:59])=[O:60])[O:4][C:5]2([C:12](=[O:13])[O:14][CH3:15])[O:6][C:7]([CH3:10])([CH3:11])[O:8][CH:9]12>>[OH:1][CH:2]1[CH:3]([CH2:16][NH:17][C:18]([CH2:19][NH:20][C:21]([CH2:22][N:23]2[CH2:24][CH2:25][N:26]([CH2:51][C:52](=[O:53])[O:54][C:55]([CH3:56])([CH3:57])[CH3:58])[CH2:27][CH2:28][N:29]([CH2:43][C:44]([O:45][C:46]([CH3:47])([CH3:48])[CH3:49])=[O:50])[CH2:30][CH2:31][N:32]([CH2:35][C:36]([O:37][C:38]([CH3:39])([CH3:40])[CH3:41])=[O:42])[CH2:33][CH2:34]2)=[O:59])=[O:60])[O:4][C:5]2([C:12](=[O:13])[OH:14])[O:6][C:7]([CH3:10])([CH3:11])[O:8][CH:9]12. Reactants: C[O-].[Na+] (sodium methylate), Cl (HCl), NC(=C(C(=O)OC)Cl)CC (methyl 3-amino-2-chloro-2-pentenoate), C(=O)N (formamide). Solvent: CO (methanol), CO (methanol). Reaction conditions: time 10 hour. Product: ClC=1C(=NC=NC1CC)O (5-Chloro-6-ethyl-4-hydroxypyrimidine). Isolated yield 87.0%. RXN SMILES: [NH2:1][C:2]([CH2:9][CH3:10])=[C:3]([Cl:8])[C:4](OC)=[O:5].[CH:11]([NH2:13])=O.C[O-].[Na+].Cl>CO>[Cl:8][C:3]1[C:4]([OH:5])=[N:13][CH:11]=[N:1][C:2]=1[CH2:9][CH3:10] |f:2.3|. Reported procedure: Two dropping funnels are used for simultaneous dropwise addition of a solution of 35.5 g (0.2 mol) of methyl 3-amino-2-chloro-2-pentenoate and 31.5 g (0.7 mol) of formamide in 150 ml of methanol with stirring to 90.3 ml of a 30% strength sodium methylate solution in methanol at room temperature. The mixture is heated slowly to the reflux temperature and left at this for 10 h. After the mixture has cooled, dry HCl gas is passed through the solution until the pH is 3. Evaporation of the solvent is... Starting materials: NC=1SC2=C(N1)CCC(C2)C(=O)OC ((±)-Methyl 2-amino-4,5,6,7-tetrahydro-6-benzothiazolecarboxylate), [OH-].[Na+] (sodium hydroxide). Run in S(O)(O)(=O)=O (sulfuric acid). Yields the product NC=1SC2=C(N1)CCC(C2)C(=O)O ((±)-2-Amino-4,5,6,7-tetrahydro-6-benzothiazolecarboxylic acid). RXN SMILES: [NH2:1][C:2]1[S:3][C:4]2[CH2:10][CH:9]([C:11]([O:13]C)=[O:12])[CH2:8][CH2:7][C:5]=2[N:6]=1.[OH-].[Na+]>S(=O)(=O)(O)O>[NH2:1][C:2]1[S:3][C:4]2[CH2:10][CH:9]([C:11]([OH:13])=[O:12])[CH2:8][CH2:7][C:5]=2[N:6]=1 |f:1.2|. Reported procedure: A solution of (±)-methyl 2-amino-4,5,6,7-tetrahydro-6-benzothiazolecarboxylate (8.5 g) (Example D) in 200 ml of 2N sulfuric acid is refluxed for eight hours. The solution is cooled in ice and adjusted to pH 6 with concentrated sodium hydroxide solution. The title compound precipitates as a beige solid; mp 220°-250° C. (dec). Starting materials: ClC=1C=C(C(=NC1)N1N=C(C=C1O)C(F)(F)F)C(F)(F)F (1-(5-chloro-3-trifluoromethyl-2-pyridyl)-3-trifluoromethyl-5-hydroxypyrazole), BrCN1S(C2=C(C1=O)C(=CC(=C2)OC)C(C)C)(=O)=O (2-bromomethyl-4-isopropyl-6-methoxy-1,2-benzisothiazol-3(2H)-one 1,1-dioxide). The solvent is CN(C)C=O (DMF). Run at time 10 minute. Yields the product C(C)(C)=C1C=C(C=C2C1C(N(S2(=O)=O)COC2=CC(=NN2C2=NC=C(C=C2C(F)(F)F)Cl)C(F)(F)F)=O)OC (4-isopropyyl-6-methoxy-2-[1-(5-chloro-3-trifluoromethyl-2-pyridyl)-3-trifluoromethylpyrazol-5-yl-oxymethyl]-1,2-benzisothiazol-3(2H)-one 1,1-dioxide). Yield: 50.2%. Reaction SMILES: [Cl:1][C:2]1[CH:3]=[C:4]([C:18]([F:21])([F:20])[F:19])[C:5]([N:8]2[C:12]([OH:13])=[CH:11][C:10]([C:14]([F:17])([F:16])[F:15])=[N:9]2)=[N:6][CH:7]=1.Br[CH2:23][N:24]1[C:28](=[O:29])[C:27]2[C:30]([CH:36]([CH3:38])[CH3:37])=[CH:31][C:32]([O:34][CH3:35])=[CH:33][C:26]=2[S:25]1(=[O:40])=[O:39]>CN(C=O)C>[C:36](=[C:30]1[CH:27]2[C:28](=[O:29])[N:24]([CH2:23][O:13][C:12]3[N:8]([C:5]4[C:4]([C:18]([F:19])([F:21])[F:20])=[CH:3][C:2]([Cl:1])=[CH:7][N:6]=4)[N:9]=[C:10]([C:14]([F:17])([F:15])[F:16])[CH:11]=3)[S:25](=[O:40])(=[O:39])[C:26]2=[CH:33][C:32]([O:34][CH3:35])=[CH:31]1)([CH3:38])[CH3:37]. Procedure details: To a mixture 1-(5-chloro-3-trifluoromethyl-2-pyridyl)-3-trifluoromethyl-5-hydroxypyrazole (440 mg; 1.30 mmol) in 8 ml of DMF was added under nitrogen KF (132 mg, 2.28 mmol) and the mixture was stirred at room temperature for 10 minutes. To the above mixture was added 2-bromomethyl-4-isopropyl-6-methoxy-1,2-benzisothiazol-3(2H)-one 1,1-dioxide (400 mg, 1.14 mmol) and the resulting mixture was stirred at room temperature for one hour. The mixture was quenched with cold saturated ammonium chloride ... The reactants are CC=1C=C(C=CC1C)[N+](=O)[O-] (3,4-dimethyl-1-nitrobenzene), CC=1C=C(C=CC1C)[N+](=O)[O-] (3,4-dimethyl-1-nitrobenzene). The reagents and catalysts are [Ni] (Raney nickel). Run in CO (methanol). Reaction conditions: time 2 hour. Yields the product CC=1C=C(N)C=CC1C (3,4-dimethylaniline). As a reaction SMILES: [CH3:1][C:2]1[CH:3]=[C:4]([N+:9]([O-])=O)[CH:5]=[CH:6][C:7]=1[CH3:8]>[Ni].CO>[CH3:1][C:2]1[CH:3]=[C:4]([CH:5]=[CH:6][C:7]=1[CH3:8])[NH2:9]. Procedure details: Reaction starting from 3,4-dimethyl-1-nitrobenzene 40.32 g (266.6 mmol) of 3,4-dimethyl-1-nitrobenzene and 22 g of Raney nickel were hydrogenated in 200 ml of methanol at 55° C. and 5 bar of H2 pressure for 2 h. According to analysis by gas chromatography, the hydrogenation to 3,4-dimethylaniline gave no byproducts. A further 22 g of Raney nickel were then added to the mixture. 40 g of 100% pure ribose and 1.0 g of boric acid, made up to 360 ml with methanol, were then pumped in over 4 h at 5 ba...